describe an organic reaction: reactants, conditions, products, and yield From a dataset of the Open Reaction Database (ORD), a public repository of structured organic reaction records. The reactants are ClC1=C(C=C(C#N)C=C1)S(N)(=O)=O (4-Chloro-3-sulfamoylbenzonitrile), CN1CCNCC1 (N-methylpiperazine), CN(C=O)C (dimethylformamide). Run in O (water). Product: CN1CCN(CC1)C1=C(C=C(C#N)C=C1)S(N)(=O)=O (4-(4-Methylpiperazine-1-yl)-3-sulfamoylbenzonitrile). Reaction SMILES: Cl[C:2]1[CH:9]=[CH:8][C:5]([C:6]#[N:7])=[CH:4][C:3]=1[S:10](=[O:13])(=[O:12])[NH2:11].[CH3:14][N:15]1[CH2:20][CH2:19][NH:18][CH2:17][CH2:16]1.CN(C)C=O>O>[CH3:14][N:15]1[CH2:20][CH2:19][N:18]([C:2]2[CH:9]=[CH:8][C:5]([C:6]#[N:7])=[CH:4][C:3]=2[S:10](=[O:13])(=[O:12])[NH2:11])[CH2:17][CH2:16]1. Procedure: 43.5 Grams of 4-Chloro-3-sulfamoylbenzonitrile (0.2 mole) were stirred with 45 g of N-methylpiperazine and 50 ml of dimethylformamide for 1 hour at a temperature of from 115° to 120° C., and the reaction solution was subsequently introduced into 0.5 l of water. The crystalline precipitate was suction-filtered, and the moist crude product which had been washed with water, was recrystallized from ethanol. Starting materials: CC(=O)OI1(C=2C=CC=CC2C(=O)O1)(OC(=O)C)OC(=O)C (Dess-Martin Periodinane), C(=O)(O)[O-].[Na+] (NaHCO3), COC=1C(=CC(=NC1)CO)[N+](=O)[O-] ((5-methoxy-4-nitropyridin-2-yl)methanol), CCOC(=O)C (EtOAc). Solvent: C(Cl)Cl (DCM), petroleum ether. Conditions: time 3 hour. Yields the product COC=1C(=CC(=NC1)C=O)[N+](=O)[O-] (5-Methoxy-4-nitropicolinaldehyde). As a reaction SMILES: [CH3:1][O:2][C:3]1[C:4]([N+:11]([O-:13])=[O:12])=[CH:5][C:6]([CH2:9][OH:10])=[N:7][CH:8]=1.CC(OI1(OC(C)=O)(OC(C)=O)OC(=O)C2C=CC=CC1=2)=O.CCOC(C)=O.C([O-])(O)=O.[Na+]>C(Cl)Cl>[CH3:1][O:2][C:3]1[C:4]([N+:11]([O-:13])=[O:12])=[CH:5][C:6]([CH:9]=[O:10])=[N:7][CH:8]=1 |f:3.4|. Procedure: To a stirred solution of (5-methoxy-4-nitropyridin-2-yl)methanol (4 g, 0.021 mol) in DCM (30 mL), was added Dess-Martin Periodinane (18.43 g, 0.043 mol, Spectrochem, India) and reaction was stirred for 3 h at rt. The reaction progress was monitored by TLC (50% EtOAc in petroleum ether). After completion of the reaction, sat'd NaHCO3 (20 mL) was added and the product was extracted with DCM (3×25 mL). The combined organic layers were dried over anhydrous sodium sulfate and concentrated to give the... Starting materials: Brc1ccccn1, C1CCOC1, [Li]CCCC, CON(C)C(=O)C(CCc1ccccc1)NC(=O)C(CC(C)C)NC(=O)OCc1ccccc1, CC(=O)O, CCCCC, CCOCC. Product: CC(C)CC(NC(=O)OCc1ccccc1)C(=O)NC(CCc1ccccc1)C(=O)c1ccccn1. As a reaction SMILES: [Br:1][c:2]1[cH:3][cH:4][cH:5][cH:6][n:7]1.[CH2:51]1[O:52][CH2:53][CH2:54][CH2:55]1.[CH2:8]([Li:9])[CH2:10][CH2:11][CH3:12].[CH3:13][O:14][N:15]([C:16](=[O:17])[CH:18]([CH2:19][CH2:20][c:21]1[cH:22][cH:23][cH:24][cH:25][cH:26]1)[NH:27][C:28](=[O:29])[CH:30]([CH2:31][CH:32]([CH3:33])[CH3:34])[NH:35][C:36]([O:37][CH2:38][c:39]1[cH:40][cH:41][cH:42][cH:43][cH:44]1)=[O:45])[CH3:46].[CH3:47][C:48](=[O:49])[OH:50].[CH3:56][CH2:57][CH2:58][CH2:59][CH3:60].[CH3:61][CH2:62][O:63][CH2:64][CH3:65]>>[c:2]1([C:16](=[O:17])[CH:18]([CH2:19][CH2:20][c:21]2[cH:22][cH:23][cH:24][cH:25][cH:26]2)[NH:27][C:28](=[O:29])[CH:30]([CH2:31][CH:32]([CH3:33])[CH3:34])[NH:35][C:36]([O:37][CH2:38][c:39]2[cH:40][cH:41][cH:42][cH:43][cH:44]2)=[O:45])[cH:3][cH:4][cH:5][cH:6][n:7]1. The reactants are N#Cc1c[nH]c2ccccc12, C1CN2CCN1CC2, CCOC(C)=O, O. Yields the product Cn1cc(C#N)c2ccccc21. Reaction SMILES: [C:1](#[N:2])[c:3]1[cH:4][nH:5][c:6]2[cH:7][cH:8][cH:9][cH:10][c:11]12.[CH2:12]1[N:13]2[CH2:14][CH2:15][N:16]([CH2:17][CH2:18]2)[CH2:19]1.[CH3:20][CH2:21][O:22][C:23]([CH3:24])=[O:25].[OH2:26]>>[C:1](#[N:2])[c:3]1[cH:4][n:5]([CH3:12])[c:6]2[cH:7][cH:8][cH:9][cH:10][c:11]12. The reactants are C(C)(=O)OCC1=CC(=C(C(=O)OC)C=C1)OC (methyl 4-acetoxymethyl-2-methoxybenzoate), C[O-].[Na+] (sodium methoxide), C(C)(=O)O (acetic acid). The solvent is CO (methanol), CO (methanol). Conditions: time 1 hour. The product is OCC1=CC(=C(C(=O)OC)C=C1)OC (Methyl 4-hydroxymethyl-2-methoxybenzoate). Isolated yield 53.0%. As a reaction SMILES: C([O:4][CH2:5][C:6]1[CH:15]=[CH:14][C:9]([C:10]([O:12][CH3:13])=[O:11])=[C:8]([O:16][CH3:17])[CH:7]=1)(=O)C.C[O-].[Na+].C(O)(=O)C>CO>[OH:4][CH2:5][C:6]1[CH:15]=[CH:14][C:9]([C:10]([O:12][CH3:13])=[O:11])=[C:8]([O:16][CH3:17])[CH:7]=1 |f:1.2|. Procedure details: The whole of the crude methyl 4-acetoxymethyl-2-methoxybenzoate thus obtained was dissolved in 100 ml of methanol, and 9.6 ml (4.9 mmol) of a 0.51M sodium methoxide solution in methanol were added to the solution. The resulting mixture was then stirred for 1 hour. At the end of this time, 0.6 ml of acetic acid were added, to terminate the reaction, and then the reaction mixture was freed from the solvent by distillation under reduced pressure . The resulting residue was mixed with water, and the... The reactants are O=C1C(C(=C1OC(C)C)C=1C=C2C(=CN(C2=CC1)[Si](C(C)C)(C(C)C)C(C)C)CCCO[Si](C(C)C)(C(C)C)C(C)C)=O (5-[1,2-Dioxo-4-(1-methylethoxy)-3-cyclobuten-3-yl]-3-(3-triisopropysiloxypropyl)-1-triisopropylsilyl-1H-indole). Solvent: C(C)#N (acetonitrile), CC#N (MeCN). Conditions: time 30 minute. Yields the product SiO2 hexane ethyl acetate, O=C1C(C(=C1OC(C)C)C=1C=C2C(=CN(C2=CC1)[Si](C(C)C)(C(C)C)C(C)C)CCCO)=O (5-[1,2-Dioxo-4-(1-methylethoxy)-3-cyclobuten-3-yl]-3-(3-hydroxypropyl)-1-triisopropylsilyl-1H-indole). The yield is 89.0%. RXN SMILES: [O:1]=[C:2]1[C:5]([O:6][CH:7]([CH3:9])[CH3:8])=[C:4]([C:10]2[CH:11]=[C:12]3[C:16](=[CH:17][CH:18]=2)[N:15]([Si:19]([CH:26]([CH3:28])[CH3:27])([CH:23]([CH3:25])[CH3:24])[CH:20]([CH3:22])[CH3:21])[CH:14]=[C:13]3[CH2:29][CH2:30][CH2:31][O:32][Si](C(C)C)(C(C)C)C(C)C)[C:3]1=[O:43]>C(#N)C>[O:1]=[C:2]1[C:5]([O:6][CH:7]([CH3:9])[CH3:8])=[C:4]([C:10]2[CH:11]=[C:12]3[C:16](=[CH:17][CH:18]=2)[N:15]([Si:19]([CH:20]([CH3:22])[CH3:21])([CH:26]([CH3:27])[CH3:28])[CH:23]([CH3:24])[CH3:25])[CH:14]=[C:13]3[CH2:29][CH2:30][CH2:31][OH:32])[C:3]1=[O:43]. Procedure: To a solution of 5-[1,2-dioxo-4-(1-methylethoxy)-3-cyclobuten-3-yl]-3-(3-triisopropylsiloxypropyl)-1-triisopropylsilylindole (11) (0.315 g, 0.50 mmol) in 5 mL of acetonitrile was added 48% HF (10% in MeCN, 0.35 mL, 1.0 mmol) and the mixture was stirred at room temperature for 30 min. The reaction was then quenched with 10% aqueous Na2CO3, ethyl acetate was added and the mixture was washed (10% aq. Na2CO3, brine), dried (Na2SO4) and evaporated to give a yellow gum. Flash chromatography (SiO2 /hex...